This data is from the Open Reaction Database (ORD), a public repository of structured organic reaction records. The task is: describe an organic reaction: reactants, conditions, products, and yield Starting materials: CCN=C=NCCCN(C)C, Cc1nc(C(F)(F)F)ccc1C(=O)O, Cl, COC(=O)c1cc(N)ccc1Cl, CN(C)C=O, O, On1nnc2cccnc21. Product: COC(=O)c1cc(NC(=O)c2ccc(C(F)(F)F)nc2C)ccc1Cl. RXN SMILES: [CH3:16][N:17]([CH3:18])[CH2:19][CH2:20][CH2:21][N:22]=[C:23]=[N:24][CH2:25][CH3:26].[CH3:1][c:2]1[c:3]([C:4](=[O:5])[OH:6])[cH:7][cH:8][c:9]([C:11]([F:12])([F:13])[F:14])[n:10]1.[ClH:15].[NH2:37][c:38]1[cH:39][cH:40][c:41]([Cl:48])[c:42]([C:43](=[O:44])[O:45][CH3:46])[cH:47]1.[O:49]=[CH:50][N:51]([CH3:52])[CH3:53].[OH2:54].[OH:27][n:28]1[c:29]2[n:30][cH:31][cH:32][cH:33][c:34]2[n:35][n:36]1>>[CH3:1][c:2]1[c:3]([C:4](=[O:6])[NH:37][c:38]2[cH:39][cH:40][c:41]([Cl:48])[c:42]([C:43](=[O:44])[O:45][CH3:46])[cH:47]2)[cH:7][cH:8][c:9]([C:11]([F:12])([F:13])[F:14])[n:10]1.